Dataset: the Open Reaction Database (ORD), a public repository of structured organic reaction records. Task: describe an organic reaction: reactants, conditions, products, and yield The reactants are C(C)(C)(C)OC(NC=1C=NC=C(C1)CNCCOC)=O ({5-[(2-Methoxy-ethylamino)-methyl]-pyridin-3-yl}-carbamic acid tert-butyl ester), C(=O)(C(F)(F)F)O (TFA). The solvent is C(Cl)Cl (DCM). Reaction conditions: time 3 hour. Yields the product COCCNCC=1C=C(C=NC1)N (5-[(2-Methoxy-ethylamino)-methyl]-pyridin-3-ylamine). Isolated yield 35.0%. Reaction SMILES: C(OC(=O)[NH:7][C:8]1[CH:9]=[N:10][CH:11]=[C:12]([CH2:14][NH:15][CH2:16][CH2:17][O:18][CH3:19])[CH:13]=1)(C)(C)C.C(O)(C(F)(F)F)=O>C(Cl)Cl>[CH3:19][O:18][CH2:17][CH2:16][NH:15][CH2:14][C:12]1[CH:13]=[C:8]([NH2:7])[CH:9]=[N:10][CH:11]=1. Procedure: To a stirred solution of 56 (0.4 g, 1.42 mmol) in DCM (3 mL) was added TFA (3 mL) at 0° C. and stirred at rt for 3 h. The reaction mixture was concentrated, the residue was dissolved in MeOH, basified with Ambersep 900-OH resin, filtered to separate the resin and the filtrate concentrated to obtain the desired amine (90 mg, 88%) as a brown color viscous liquid. Rf: 0.1 (10% MeOH/CHCl3); (m/z):182 [M+1]+; 1H NMR (400 MHz, DMSO-d6) δ 7.77 (1H, d, J=2.4 Hz), 7.66 (1H, d, J=1.6 Hz), 6.86 (1H, d, J=2... Starting materials: CCO, Cc1cc([N+](=O)[O-])ccc1Cn1ccc(NC(=O)c2c(F)cccc2F)n1. Product: Cc1cc(N)ccc1Cn1ccc(NC(=O)c2c(F)cccc2F)n1. Reaction SMILES: [CH3:28][CH2:29][OH:30].[F:1][c:2]1[c:3]([C:4](=[O:5])[NH:6][c:7]2[n:8][n:9]([CH2:12][c:13]3[c:14]([CH3:22])[cH:15][c:16]([N+:19]([O-:20])=[O:21])[cH:17][cH:18]3)[cH:10][cH:11]2)[c:23]([F:27])[cH:24][cH:25][cH:26]1>>[F:1][c:2]1[c:3]([C:4](=[O:5])[NH:6][c:7]2[n:8][n:9]([CH2:12][c:13]3[c:14]([CH3:22])[cH:15][c:16]([NH2:19])[cH:17][cH:18]3)[cH:10][cH:11]2)[c:23]([F:27])[cH:24][cH:25][cH:26]1. Starting materials: C1(=CC=CC=C1)C=1CCNCC1 (4-phenyl-1,2,3,6-tetrahydropyridine), C1N(CCC2=CC=CC=C12)C(=O)Cl (3,4-dihydro-1H-isoquinoline-2-carbonyl chloride). Yields the product C1(=CC=CC=C1)C=1CCN(CC1)C(=O)Cl (4-Phenyl-3,6-dihydro-2H-pyridine-1-carbonyl chloride). Isolated yield 95.0%. As a reaction SMILES: [C:1]1([C:7]2[CH2:8][CH2:9][NH:10][CH2:11][CH:12]=2)[CH:6]=[CH:5][CH:4]=[CH:3][CH:2]=1.C1C2C(=CC=CC=2)CCN1[C:23]([Cl:25])=[O:24]>>[C:1]1([C:7]2[CH2:12][CH2:11][N:10]([C:23]([Cl:25])=[O:24])[CH2:9][CH:8]=2)[CH:6]=[CH:5][CH:4]=[CH:3][CH:2]=1. Procedure details: 4-Phenyl-3,6-dihydro-2H-pyridine-1-carbonyl chloride (62A) is prepared from 4-phenyl-1,2,3,6-tetrahydropyridine as described for 24A. Reactants: O1CCCC1 (tetrahydrofuran), N1=CC=CC=C1 (pyridine), C(CC(=O)OCC)(=O)OCC (diethyl malonate), ClCC=O (chloroacetaldehyde). The reagents and catalysts are [Ti](Cl)(Cl)(Cl)Cl (titanium (IV) chloride). The solvent is C(Cl)(Cl)(Cl)Cl (carbon tetrachloride), O (water). Reaction conditions: time 2 hour. Product: C1(CC(=O)OC(C(Cl)(CC)CC)O1)=O (Diethyl-2-chloroethylidene malonate). Yield: 44.0%. RXN SMILES: O1CCCC1.[C:6]([O:14][CH2:15]C)(=[O:13])[CH2:7][C:8]([O:10]CC)=[O:9].[Cl:17]CC=O.N1[CH:26]=[CH:25][CH:24]=[CH:23][CH:22]=1>C(Cl)(Cl)(Cl)Cl.[Ti](Cl)(Cl)(Cl)Cl.O>[C:8]1(=[O:9])[O:10][CH:15]([C:24]([CH2:25][CH3:26])([CH2:23][CH3:22])[Cl:17])[O:14][C:6](=[O:13])[CH2:7]1. Reported procedure: A solution of titanium (IV) chloride (11 ml, 0.1M) in carbon tetrachloride (25 ml) was added dropwise to anhydrous tetrahydrofuran (200 ml) at 0° under nitrogen. On completion of the addition, diethyl malonate (7.6 ml, 50 mM) and anhydrous chloroacetaldehyde (5 g, 63 mM) were added, then a solution of pyridine (16 ml, 0.2M) in anhydrous tetrahydrofuan (35 ml) was added dropwise over 2 hours at 0°. On completion of the addition, the dark mixture was allowed to warm to room temperature, stirred at... Reactants: [Al+3], CCCCCC, [Cl-], [Cl-], [Cl-], COc1cccc(Cl)c1Cl, ClCCCl, Cl, O=C(Cl)c1ccc(F)cc1F. Yields the product COc1ccc(C(=O)c2ccc(F)cc2F)c(Cl)c1Cl. As a reaction SMILES: [Al+3:13].[CH3:31][CH2:32][CH2:33][CH2:34][CH2:35][CH3:36].[Cl-:12].[Cl-:14].[Cl-:15].[Cl:16][c:17]1[c:18]([O:24][CH3:25])[cH:19][cH:20][cH:21][c:22]1[Cl:23].[Cl:27][CH2:28][CH2:29][Cl:30].[ClH:26].[F:1][c:2]1[c:3]([C:4](=[O:5])[Cl:6])[cH:7][cH:8][c:9]([F:11])[cH:10]1>>[F:1][c:2]1[c:3]([C:4](=[O:5])[c:21]2[cH:20][cH:19][c:18]([O:24][CH3:25])[c:17]([Cl:16])[c:22]2[Cl:23])[cH:7][cH:8][c:9]([F:11])[cH:10]1.